Dataset: the Open Reaction Database (ORD), a public repository of structured organic reaction records. Task: describe an organic reaction: reactants, conditions, products, and yield Procedure: An amount of 190 mg of 2-(10,11-dihydro dibenzo[b,f]-oxepin-2-yl)-propionic acid was dissolved in 5 ml of ethanol containing 10% hydrogen chloride and the resulting mixture was stirred at room temperature for 1.5 hours. The solvent was distilled off to obtain the residue, which was extracted with ethyl acetate. The extract was washed with saturated sodium chloride solution and dried over anhydrous sodium sulfate. The solvent was distilled off to obtain pale brown oil, which was chromatographed o... Reaction SMILES: [CH:1]1[C:11]2[CH2:10][CH2:9][C:8]3[CH:12]=[CH:13][CH:14]=[CH:15][C:7]=3[O:6][C:5]=2[CH:4]=[CH:3][C:2]=1[CH:16]([CH3:20])[C:17]([OH:19])=[O:18].[CH2:21](O)[CH3:22]>>[CH:1]1[C:11]2[CH2:10][CH2:9][C:8]3[CH:12]=[CH:13][CH:14]=[CH:15][C:7]=3[O:6][C:5]=2[CH:4]=[CH:3][C:2]=1[CH:16]([CH3:20])[C:17]([O:19][CH2:21][CH3:22])=[O:18]. The reactants are C1=C(C=CC=2OC3=C(CCC21)C=CC=C3)C(C(=O)O)C (2-(10,11-dihydro dibenzo[b,f]-oxepin-2-yl)-propionic acid), C(C)O (ethanol). Conditions: time 1.5 hour. Yields the product C1=C(C=CC=2OC3=C(CCC21)C=CC=C3)C(C(=O)OCC)C (ethyl 2-(10,11-dihydro dibenzo-[b,f]oxepin-2-yl)-propionate). Reactants: CC(=O)O, CC(=O)O, CC(=O)c1cnc(N2CCN(c3nnc(Cc4ccccc4)c(C)c3C)CC2C)cn1, CO, Cl, Ic1ccccc1, [K+], [Na+], O=C([O-])O, [OH-], O. The product is Cc1c(Cc2ccccc2)nnc(N2CCN(c3cnc(C(=O)CO)cn3)C(C)C2)c1C. Reaction SMILES: [C:34]([OH:35])(=[O:36])[CH3:37].[C:38]([OH:39])(=[O:40])[CH3:41].[CH2:3]([c:4]1[cH:5][cH:6][cH:7][cH:8][cH:9]1)[c:10]1[c:11]([CH3:33])[c:12]([CH3:32])[c:13]([N:16]2[CH2:17][CH:18]([CH3:31])[N:19]([c:22]3[n:23][cH:24][c:25]([C:28]([CH3:29])=[O:30])[n:26][cH:27]3)[CH2:20][CH2:21]2)[n:14][n:15]1.[CH3:55][OH:56].[ClH:49].[I:42][c:43]1[cH:44][cH:45][cH:46][cH:47][cH:48]1.[K+:2].[Na+:54].[O-:50][C:51]([OH:52])=[O:53].[OH-:1].[OH2:57]>>[CH2:3]([c:4]1[cH:5][cH:6][cH:7][cH:8][cH:9]1)[c:10]1[c:11]([CH3:33])[c:12]([CH3:32])[c:13]([N:16]2[CH2:17][CH:18]([CH3:31])[N:19]([c:22]3[n:23][cH:24][c:25]([C:28]([CH2:29][OH:36])=[O:30])[n:26][cH:27]3)[CH2:20][CH2:21]2)[n:14][n:15]1. Starting materials: C[O-].[Na+] (sodium methoxide), Cl (hydrochloric acid), ClCC#N (chloroacetonitrile), NC1CC2=CC=CC=C2C1 (2-aminoindane). Solvent: CO (methanol), CO (methanol). Conditions: time 0.5 hour. The product is Cl.ClCC(=N)NC1CC2=CC=CC=C2C1 (N-chloroacetimidoyl-2-aminoindane hydrochloride). RXN SMILES: C[O-].[Na+].[Cl:4][CH2:5][C:6]#[N:7].[NH2:8][CH:9]1[CH2:17][C:16]2[C:11](=[CH:12][CH:13]=[CH:14][CH:15]=2)[CH2:10]1.Cl>CO>[ClH:4].[Cl:4][CH2:5][C:6]([NH:8][CH:9]1[CH2:17][C:16]2[C:11](=[CH:12][CH:13]=[CH:14][CH:15]=2)[CH2:10]1)=[NH:7] |f:0.1,6.7|. Reported procedure: To a stirred solution of 0.54 g. (0.01 mole) of sodium methoxide in 100 ml. methanol was added 7.6 g. (0.1 mole) chloroacetonitrile with cooling. The solution was stirred at room temperature for 1 1/2 hours. Then there was added a solution of 10.9 g. (0.1 mole) of 2-aminoindane in 50 ml. of methanol and 16.66 ml. of 6N ethanolic hydrochloric acid (0.1 mole). The solution was stirred at room temperature for 4 hours and concentrated to dryness at room temperature under high vacuum. The product was... Reactants: [BH4-], O=C(c1ccccc1)N1CCN(c2ccc([N+](=O)[O-])c(N(Cc3ccccc3)c3ccccc3)c2)CC1, CCO, [Cu+2], [Na+], O=S(=O)([O-])[O-]. The product is Nc1ccc(N2CCN(C(=O)c3ccccc3)CC2)cc1N(Cc1ccccc1)c1ccccc1. As a reaction SMILES: [BH4-:38].[CH2:1]([c:2]1[cH:3][cH:4][cH:5][cH:6][cH:7]1)[N:8]([c:9]1[c:10]([N+:29]([O-:30])=[O:31])[cH:11][cH:12][c:13]([N:15]2[CH2:16][CH2:17][N:18]([C:21]([c:22]3[cH:23][cH:24][cH:25][cH:26][cH:27]3)=[O:28])[CH2:19][CH2:20]2)[cH:14]1)[c:32]1[cH:33][cH:34][cH:35][cH:36][cH:37]1.[CH3:40][CH2:41][OH:42].[Cu+2:48].[Na+:39].[S:43]([O-:44])([O-:45])(=[O:46])=[O:47]>>[CH2:1]([c:2]1[cH:3][cH:4][cH:5][cH:6][cH:7]1)[N:8]([c:9]1[c:10]([NH2:29])[cH:11][cH:12][c:13]([N:15]2[CH2:16][CH2:17][N:18]([C:21]([c:22]3[cH:23][cH:24][cH:25][cH:26][cH:27]3)=[O:28])[CH2:19][CH2:20]2)[cH:14]1)[c:32]1[cH:33][cH:34][cH:35][cH:36][cH:37]1. Starting materials: N(=O)[O-].[Na+] (sodium nitrite), diazonium, Br (HBr), [N+](=O)([O-])C1=C(N)C=CC=C1[N+](=O)[O-] (2,3-dinitroaniline). The reagents and catalysts are [Cu](Br)Br (copper bromide). The solvent is S(O)(O)(=O)=O (sulfuric acid), O (water), O (water), C(C)(=O)O (acetic acid). Yields the product BrC1=C(C(=CC=C1)[N+](=O)[O-])[N+](=O)[O-] (1-bromo-2,3-dinitrobenzene). Yield: 99.0%. As a reaction SMILES: [N+:1]([C:4]1[C:10]([N+:11]([O-:13])=[O:12])=[CH:9][CH:8]=[CH:7][C:5]=1N)([O-:3])=[O:2].N([O-])=O.[Na+].[BrH:18]>C(O)(=O)C.S(=O)(=O)(O)O.O.[Cu](Br)Br>[Br:18][C:5]1[CH:7]=[CH:8][CH:9]=[C:10]([N+:11]([O-:13])=[O:12])[C:4]=1[N+:1]([O-:3])=[O:2] |f:1.2|. Reported procedure: A solution of 2,3-dinitroaniline (2.27 g, 12.4 mmol) in 35 mL of glacial acetic acid was added dropwise to a stirred and cooled solution of sodium nitrite (0.95 g, 13.8 mmol) in concentrated sulfuric acid (7 mL) while the temperature of the reaction was held at 15-20° C. The resulting diazonium solution was then added over a five minute period to a stirred solution of copper bromide (1.85 g, 12.9 mmol) in a mixture of HBr (48%) (10 mL) and water (10 mL) heated at 75° C.-80° C. After the addition... Starting materials: O=C([O-])[O-], CCc1nc2ccccc2[nH]1, C1COCCO1, CC(C)(O)C1CCN(Cc2nc3nc(Cl)nc(N4CCOCC4)c3s2)CC1, [Cs+], [Cs+], O=C(C=Cc1ccccc1)C=Cc1ccccc1, O=C(C=Cc1ccccc1)C=Cc1ccccc1, O=C(C=Cc1ccccc1)C=Cc1ccccc1, [Pd], [Pd]. The product is CCc1nc2ccccc2n1-c1nc(N2CCOCC2)c2sc(CN3CCC(C(C)(C)O)CC3)nc2n1. As a reaction SMILES: [C:39](=[O:40])([O-:41])[O-:42].[CH2:28]([CH3:29])[c:30]1[n:31][c:32]2[c:33]([nH:34]1)[cH:35][cH:36][cH:37][cH:38]2.[CH2:45]1[O:46][CH2:47][CH2:48][O:49][CH2:50]1.[Cl:1][c:2]1[n:3][c:4]([N:22]2[CH2:23][CH2:24][O:25][CH2:26][CH2:27]2)[c:5]2[c:6]([n:7]1)[n:8][c:9]([CH2:11][N:12]1[CH2:13][CH2:14][CH:15]([C:18]([CH3:19])([CH3:20])[OH:21])[CH2:16][CH2:17]1)[s:10]2.[Cs+:43].[Cs+:44].[O:53]=[C:54]([CH:55]=[CH:56][c:57]1[cH:58][cH:59][cH:60][cH:61][cH:62]1)[CH:63]=[CH:64][c:65]1[cH:66][cH:67][cH:68][cH:69][cH:70]1.[O:71]=[C:72]([CH:73]=[CH:74][c:75]1[cH:76][cH:77][cH:78][cH:79][cH:80]1)[CH:81]=[CH:82][c:83]1[cH:84][cH:85][cH:86][cH:87][cH:88]1.[O:89]=[C:90]([CH:91]=[CH:92][c:93]1[cH:94][cH:95][cH:96][cH:97][cH:98]1)[CH:99]=[CH:100][c:101]1[cH:102][cH:103][cH:104][cH:105][cH:106]1.[Pd:51].[Pd:52]>>[c:2]1(-[n:31]2[c:30]([CH2:28][CH3:29])[n:34][c:33]3[c:32]2[cH:38][cH:37][cH:36][cH:35]3)[n:3][c:4]([N:22]2[CH2:23][CH2:24][O:25][CH2:26][CH2:27]2)[c:5]2[c:6]([n:7]1)[n:8][c:9]([CH2:11][N:12]1[CH2:13][CH2:14][CH:15]([C:18]([CH3:19])([CH3:20])[OH:21])[CH2:16][CH2:17]1)[s:10]2. Product: Cn1ccc(C2(N)CC2)n1. The reactants are [Br-], CC[Mg+], CCOCC, Cn1ccc(C#N)n1, Cl, [Na+], [OH-]. As a reaction SMILES: [Br-:1].[CH2:2]([CH3:3])[Mg+:4].[CH3:16][CH2:17][O:18][CH2:19][CH3:20].[CH3:5][n:6]1[n:7][c:8]([C:11]#[N:12])[cH:9][cH:10]1.[ClH:13].[Na+:15].[OH-:14]>>[CH2:2]1[CH2:3][C:11]1([c:8]1[n:7][n:6]([CH3:5])[cH:10][cH:9]1)[NH2:12]. Reaction SMILES: [C:40](=[O:41])([O-:42])[O-:43].[CH3:46][CH2:47][OH:48].[CH:1]([c:2]1[cH:3][cH:4][cH:5][cH:6][cH:7]1)([c:8]1[cH:9][cH:10][cH:11][cH:12][cH:13]1)[N:14]1[CH2:15][CH2:16][N:17]([C:20]([CH2:21][O:22][CH2:23][C:24](=[O:25])[NH:26][c:27]2[c:28]([C:34]#[N:35])[cH:29][c:30]([Cl:33])[cH:31][cH:32]2)=[O:36])[CH2:18][CH2:19]1.[CH:49]([Cl:50])([Cl:51])[Cl:52].[ClH:37].[K+:44].[K+:45].[NH2:38][OH:39]>>[CH:1]([c:2]1[cH:3][cH:4][cH:5][cH:6][cH:7]1)([c:8]1[cH:9][cH:10][cH:11][cH:12][cH:13]1)[N:14]1[CH2:15][CH2:16][N:17]([C:20]([CH2:21][O:22][CH2:23][C:24](=[O:25])[NH:26][c:27]2[c:28]([C:34]([NH2:35])=[N:38][OH:39])[cH:29][c:30]([Cl:33])[cH:31][cH:32]2)=[O:36])[CH2:18][CH2:19]1. The reactants are O=C([O-])[O-], CCO, N#Cc1cc(Cl)ccc1NC(=O)COCC(=O)N1CCN(C(c2ccccc2)c2ccccc2)CC1, ClC(Cl)Cl, Cl, [K+], [K+], NO. The product is NC(=NO)c1cc(Cl)ccc1NC(=O)COCC(=O)N1CCN(C(c2ccccc2)c2ccccc2)CC1.